This data is from the Open Reaction Database (ORD), a public repository of structured organic reaction records. The task is: describe an organic reaction: reactants, conditions, products, and yield Starting materials: ClC(Cl)Cl, [N-]=[N+]=[N-], [Na+], O, O=S(=O)(O)O, O=C(O)C12CC3CC1CC(Cn1cncn1)(C3)C2. The product is NC12CC3CC1CC(Cn1cncn1)(C3)C2. RXN SMILES: [Cl:28][CH:29]([Cl:30])[Cl:31].[N-:24]=[N+:25]=[N-:26].[Na+:27].[OH2:32].[S:19](=[O:20])(=[O:21])([OH:22])[OH:23].[n:1]1([CH2:6][C:7]23[CH2:8][C:9]4([C:16]([OH:17])=[O:18])[CH2:10][CH:11]([CH2:12][CH:13]4[CH2:14]2)[CH2:15]3)[n:2][cH:3][n:4][cH:5]1>>[n:1]1([CH2:6][C:7]23[CH2:8][C:9]4([NH2:24])[CH2:10][CH:11]([CH2:12][CH:13]4[CH2:14]2)[CH2:15]3)[n:2][cH:3][n:4][cH:5]1. Starting materials: CC1(C)C2CCC1(CS(=O)(=O)O)C(=O)C2, CCOCC, CCO, Cc1ccccc1, CCCCCC, Nc1ccc(Oc2ccnc(NC(=O)N3CCC(N4CCCC4)CC3)c2)cc1F, O=C(Cc1ccccc1)N=C=S. Product: O=C(Cc1ccccc1)NC(=S)Nc1ccc(Oc2ccnc(NC(=O)N3CCC(N4CCCC4)CC3)c2)cc1F. Reaction SMILES: [C:30]12([CH2:31][S:32]([OH:33])(=[O:34])=[O:35])[C:36]([CH3:37])([CH3:38])[CH:39]([CH2:40][CH2:41]1)[CH2:42][C:43]2=[O:44].[CH3:57][CH2:58][O:59][CH2:60][CH3:61].[CH3:62][CH2:63][OH:64].[CH3:65][c:66]1[cH:67][cH:68][cH:69][cH:70][cH:71]1.[CH3:72][CH2:73][CH2:74][CH2:75][CH2:76][CH3:77].[NH2:1][c:2]1[c:3]([F:29])[cH:4][c:5]([O:6][c:7]2[cH:8][c:9]([NH:13][C:14](=[O:15])[N:16]3[CH2:17][CH2:18][CH:19]([N:22]4[CH2:23][CH2:24][CH2:25][CH2:26]4)[CH2:20][CH2:21]3)[n:10][cH:11][cH:12]2)[cH:27][cH:28]1.[c:45]1([CH2:51][C:52](=[O:53])[N:54]=[C:55]=[S:56])[cH:46][cH:47][cH:48][cH:49][cH:50]1>>[NH:1]([c:2]1[c:3]([F:29])[cH:4][c:5]([O:6][c:7]2[cH:8][c:9]([NH:13][C:14](=[O:15])[N:16]3[CH2:17][CH2:18][CH:19]([N:22]4[CH2:23][CH2:24][CH2:25][CH2:26]4)[CH2:20][CH2:21]3)[n:10][cH:11][cH:12]2)[cH:27][cH:28]1)[C:55]([NH:54][C:52]([CH2:51][c:45]1[cH:46][cH:47][cH:48][cH:49][cH:50]1)=[O:53])=[S:56]. The reactants are BrC1=C(C(=C2N3CCC(OCCCC[C@@H](OC=4C=C(C(=CC4C4=CC=CC(C5=CN2C1=N5)=C4)F)F)C)(CC3)C)[C@@H](C(=O)OC)OC(C)(C)C)C (methyl(2S)-2-[(22S)-5-bromo-17,18-difluoro-4,22,28-trimethyl-21,27-dioxa-1,7,34-triazahexacyclo[26.2.2.16,9.110,14.02,7.015,20]tetratriaconta-2,4,6(34),8,10(33),11,13,15(20),16,18-decaen-3-yl]-2-(tert-butoxy)acetate), C(C)(C)(C)O[C@H](C(=O)OC)C1=C2N3CCC(OCCCC[C@@H](OC=4C=CC(=CC4C4=CC=CC(C5=CN2C(C(=C1C)C=C)=N5)=C4)F)C)(CC3)C (methyl(2S)-2-(tert-butoxy)-2-[(22S)-5-ethenyl-17-fluoro-4,22,28-trimethyl-21,27-dioxa-1,7,34-triazahexacyclo[26.2.2.16,9.110,14.02,7.015,20]tetratriaconta-2,4,6(34),8,10(33),11,13,15(20),16,18-decaen-3-yl]acetate). The product is C(C)(C)(C)O[C@H](C(=O)OC)C1=C2N3CCC(OCCCC[C@@H](OC=4C=C(C(=CC4C4=CC=CC(C5=CN2C(C(=C1C)C=C)=N5)=C4)F)F)C)(CC3)C (Methyl(2S)-2-(tert-butoxy)-2-[(22S)-5-ethenyl-17,18-difluoro-4,22,28-trimethyl-21,27-dioxa-1,7,34-triazahexacyclo[26.2.2.16,9.110,14.02,7.015,20]tetratriaconta-2,4,6(34),8,10(33),11,13,15(20),16,18-decaen-3-yl]acetate). Yield: 84.0%. Reaction SMILES: Br[C:2]1[C:31]2=[N:32][C:28]3=[CH:29][N:30]2[C:5]([N:6]2[CH2:38][CH2:37][C:9]([CH3:39])([O:10][CH2:11][CH2:12][CH2:13][CH2:14][C@H:15]([CH3:36])[O:16][C:17]4[CH:18]=[C:19]([F:35])[C:20]([F:34])=[CH:21][C:22]=4[C:23]4[CH:33]=[C:27]3[CH:26]=[CH:25][CH:24]=4)[CH2:8][CH2:7]2)=[C:4]([C@H:40]([O:45][C:46]([CH3:49])([CH3:48])[CH3:47])[C:41]([O:43][CH3:44])=[O:42])[C:3]=1[CH3:50].[C:51](O[C@@H](C1C(C)=C(C=C)C2=NC3=CN2C=1N1CCC(C)(OCCCC[C@H](C)OC2C=CC(F)=CC=2C2C=C3C=CC=2)CC1)C(OC)=O)(C)(C)[CH3:52]>>[C:46]([O:45][C@@H:40]([C:4]1[C:3]([CH3:50])=[C:2]([CH:51]=[CH2:52])[C:31]2=[N:32][C:28]3=[CH:29][N:30]2[C:5]=1[N:6]1[CH2:7][CH2:8][C:9]([CH3:39])([O:10][CH2:11][CH2:12][CH2:13][CH2:14][C@H:15]([CH3:36])[O:16][C:17]2[CH:18]=[C:19]([F:35])[C:20]([F:34])=[CH:21][C:22]=2[C:23]2[CH:33]=[C:27]3[CH:26]=[CH:25][CH:24]=2)[CH2:37][CH2:38]1)[C:41]([O:43][CH3:44])=[O:42])([CH3:48])([CH3:49])[CH3:47]. Procedure: Prepared in 84% yield from methyl(2S)-2-[(22S)-5-bromo-17,18-difluoro-4,22,28-trimethyl-21,27-dioxa-1,7,34-triazahexacyclo[26.2.2.16,9.110,14.02,7.015,20]tetratriaconta-2,4,6(34),8,10(33),11,13,15(20),16,18-decaen-3-yl]-2-(tert-butoxy)acetate following the procedure for methyl(2S)-2-(tert-butoxy)-2-[(22S)-5-ethenyl-17-fluoro-4,22,28-trimethyl-21,27-dioxa-1,7,34-triazahexacyclo[26.2.2.16,9.110,14.02,7.015,20]tetratriaconta-2,4,6(34),8,10(33),11,13,15(20),16,18-decaen-3-yl]acetate. LCMS (ESI, M+1)...